describe an organic reaction: reactants, conditions, products, and yield From a dataset of the Open Reaction Database (ORD), a public repository of structured organic reaction records. Starting materials: CN(C=1SC2=C(C1C(=O)C1=CC=C(C=C1)OCCN1CCCCC1)C=CC(=C2)OC)C ([2-dimethylamino-6-methoxybenzothien-3-yl][4-[2-(1-piperidinyl)ethoxy]phenyl]-methanone), CO (MeOH), C1CCOC1 (THF), CC=1C=C(C=CC1OC)[Mg]Br (3-methyl-4-methoxyphenylmagnesium bromide). Run in ClC1=CC=CC=C1 (chlorobenzene), C(Cl)Cl (CH2Cl2). Product: CC=1C=C(C=CC1OC)C1=C(C2=C(S1)C=C(C=C2)OC)C(=O)C2=CC=C(C=C2)OCCN2CCCCC2 ([2-(3-Methyl-4-methoxyphenyl)-6-methoxybenzo[b]thien-3-yl][4-[2-(1-piperidinyl)ethoxy]phenyl]methanone). Yield: 68.3%. Reaction SMILES: CN(C)[C:3]1[S:4][C:5]2[CH:28]=[C:27]([O:29][CH3:30])[CH:26]=[CH:25][C:6]=2[C:7]=1[C:8]([C:10]1[CH:15]=[CH:14][C:13]([O:16][CH2:17][CH2:18][N:19]2[CH2:24][CH2:23][CH2:22][CH2:21][CH2:20]2)=[CH:12][CH:11]=1)=[O:9].C1COCC1.[CH3:37][C:38]1[CH:39]=[C:40]([Mg]Br)[CH:41]=[CH:42][C:43]=1[O:44][CH3:45].CO>ClC1C=CC=CC=1.C(Cl)Cl>[CH3:37][C:38]1[CH:39]=[C:40]([C:3]2[S:4][C:5]3[CH:28]=[C:27]([O:29][CH3:30])[CH:26]=[CH:25][C:6]=3[C:7]=2[C:8]([C:10]2[CH:15]=[CH:14][C:13]([O:16][CH2:17][CH2:18][N:19]3[CH2:24][CH2:23][CH2:22][CH2:21][CH2:20]3)=[CH:12][CH:11]=2)=[O:9])[CH:41]=[CH:42][C:43]=1[O:44][CH3:45]. Reported procedure: By the method described in Example 1, [2-dimethylamino-6-methoxybenzothien-3-yl][4-[2-(1-piperidinyl)ethoxy]phenyl]-methanone (1.0 g, 2.3 mmol) in chlorobenzene (10 mL) was treated with a 0.69 M THF solution of 3-methyl-4-methoxyphenylmagnesium bromide (11 mL, 7.6 mmol) (prepared from 4-bromo-2-methylanisole, catalytic iodine, and magnesium turnings in THF) to provide, after chromatography (silica gel, 5-10% MeOH in CH2Cl2) 810 mg (69%) of the title compound as a yellow oil: 1H NMR d 1.43 (m, 2H... Starting materials: ClCC(=O)O (chloroacetic acid), [NH2+]=C(S)N (thiouronium), Cl (HCl), NC(=S)N (thiourea), Br (hydrobromic acid), COC=1C=CC(=CC1)CO (p-methoxybenzyl alcohol), [OH-].[Na+] (NaOH). The solvent is C(Cl)Cl (methylene chloride), O (water), O (water). Run at temperature 60 celsius. Yields the product COC1=CC=C(CCC(=S)O)C=C1 (p-Methoxybenzylthio-acetic acid). Yield: 79.8%. RXN SMILES: NC(N)=[S:3].Br.[CH3:6][O:7][C:8]1[CH:9]=[CH:10][C:11]([CH2:14]O)=[CH:12][CH:13]=1.[NH2+]=C(N)S.[OH-].[Na+].Cl[CH2:23][C:24]([OH:26])=O.Cl>O.C(Cl)Cl>[CH3:6][O:7][C:8]1[CH:13]=[CH:12][C:11]([CH2:14][CH2:23][C:24]([OH:26])=[S:3])=[CH:10][CH:9]=1 |f:4.5|. Procedure: A solution of 18.24 g (0.24 mol) of thiourea in 104 ml of 48% strength hydrobromic acid and 20 ml of water is introduced into a 1 liter three-necked flask equipped with a magnetic stirrer and a condenser. The mixture is heated at 60° C. and 27.6 g (0.2 mol) of p-methoxybenzyl alcohol are introduced. The temperature is raised to 95° C. and the mixture is then allowed to cool. Crystals of thiouronium salt appear; these are filtered off and suction-drained. The precipitate obtained above is introdu... Starting materials: C(C)OC(CC(=O)OCC)OCC (ethyl 3,3-diethoxypropionate), C(C1=CC=CC=C1)O (benzyl alcohol). Reagents/catalysts: O.C1(=CC=C(C=C1)S(=O)(=O)O)C (p-toluenesulfonic acid monohydrate). The solvent is C1=CC=CC=C1 (benzene). Run at temperature 80 celsius. Product: C(C1=CC=CC=C1)OC(CC(=O)OCC)OCC1=CC=CC=C1 (Ethyl 3,3-dibenzyloxypropionate). The yield is 99.6%. As a reaction SMILES: [CH2:1]([O:3][CH:4]([O:11][CH2:12][CH3:13])[CH2:5][C:6]([O:8][CH2:9][CH3:10])=[O:7])[CH3:2].C(O)[C:15]1[CH:20]=[CH:19][CH:18]=[CH:17]C=1>O.C1(C)C=CC(S(O)(=O)=O)=CC=1.C1C=CC=CC=1>[CH2:12]([O:11][CH:4]([O:3][CH2:1][C:2]1[CH:17]=[CH:18][CH:19]=[CH:20][CH:15]=1)[CH2:5][C:6]([O:8][CH2:9][CH3:10])=[O:7])[C:13]1[CH:15]=[CH:20][CH:19]=[CH:18][CH:17]=1 |f:2.3|. Reported procedure: To a 1000 mL round-bottomed flask was added ethyl 3,3-diethoxypropionate (20.0 g, 0.1051 mole), benzyl alcohol (22.7 g, 0.2102 mole), p-toluenesulfonic acid monohydrate (0.5 g, 0.0026 mole) and benzene (350 mL). Heating the mixture at 80° C., the solvent was distilled from the reaction mixture in 1.5 h period. The resulting residue was dissolved in ether (@ 300 mL) and washed with saturated sodium bicarbonate solution (100 mL) and brine (100 mL). The organic layer was dried over anhydrous magnes... The reactants are FC=1C=CC=2C3=CC=CC=C3C(N(C2C1)C(=O)C=1C=C(C=CC1)O)C (3-[(3-fluoro-6-methylphenanthridin-5(6H)-yl)carbonyl]phenol), one, ( M ). The solvent is C(Cl)(Cl)Cl (CHCl3). Product: FC=1C=CC=2C3=CC=CC=C3[C@@H](N(C2C1)C(=O)C=1C=C(C=CC1)O)C (3-{[(6S)-3-fluoro-6-methylphenanthridin-5(6H)-yl]carbonyl}phenol). As a reaction SMILES: [F:1][C:2]1[CH:3]=[CH:4][C:5]2[C:6]3[C:11]([CH:12]([CH3:25])[N:13]([C:16]([C:18]4[CH:19]=[C:20]([OH:24])[CH:21]=[CH:22][CH:23]=4)=[O:17])[C:14]=2[CH:15]=1)=[CH:10][CH:9]=[CH:8][CH:7]=3>C(Cl)(Cl)Cl>[F:1][C:2]1[CH:3]=[CH:4][C:5]2[C:6]3[C:11]([C@H:12]([CH3:25])[N:13]([C:16]([C:18]4[CH:19]=[C:20]([OH:24])[CH:21]=[CH:22][CH:23]=4)=[O:17])[C:14]=2[CH:15]=1)=[CH:10][CH:9]=[CH:8][CH:7]=3. Procedure: The enantiomers of 3-[(3-fluoro-6-methylphenanthridin-5(6H)-yl)carbonyl]phenol (660 mg, 1.98 mmol) were separated by automated, preparative, normal phase, chiral chromatography on a Chiralpak AD (20 mm×250 mm) column eluting with 100% acetonitrile at a flow rate of 20 mL/min with. The fractions containing the second peak were combined and concentrated in vacuo, affording a white solid (270 mg, 82% based upon a 1:1 ratio of enantiomers with a theoretical maximum amount of 330 mg one peak (99.9%) ... Starting materials: C1(CCCCC1)N=C=NC1CCCCC1 (dicyclohexylcarbodiimide), O=C1C=C(NC=C1OCC1=CC=CC=C1)C(=O)O (1,4-dihydro-4-oxo-5-(phenylmethoxy)-2-pyridinecarboxylic acid), C(NN)(=O)OCC1=CC=C(C=C1)OC (4-methoxybenzyl carbazate), O.ON1N=NC2=C1C=CC=C2 (1-hydroxybenzotriazole hydrate). The reagents and catalysts are CN(C1=CC=NC=C1)C (4-dimethylamino-pyridine). The solvent is CN(C=O)C (dimethylformamide), CN(C=O)C (dimethylformamide). Conditions: time 8 hour. Yields the product COC1=CC=C(C=C1)COC(=O)NNC(=O)C=1NC=C(C(C1)=O)OCC1=CC=CC=C1 (1,4-Dihydro-4-oxo-5-(phenylmethoxy)-2-pyridinecarboxylic acid, 2-[[(4-methoxyphenyl)methoxy]-carbonyl]hydrazide). The yield is 17.7%. Reaction SMILES: C1(N=C=NC2CCCCC2)CCCCC1.[O:16]=[C:17]1[C:22]([O:23][CH2:24][C:25]2[CH:30]=[CH:29][CH:28]=[CH:27][CH:26]=2)=[CH:21][NH:20][C:19]([C:31]([OH:33])=O)=[CH:18]1.[C:34]([O:38][CH2:39][C:40]1[CH:45]=[CH:44][C:43]([O:46][CH3:47])=[CH:42][CH:41]=1)(=[O:37])[NH:35][NH2:36].O.ON1C2C=CC=CC=2N=N1>CN(C)C1C=CN=CC=1.CN(C)C=O>[CH3:47][O:46][C:43]1[CH:42]=[CH:41][C:40]([CH2:39][O:38][C:34]([NH:35][NH:36][C:31]([C:19]2[NH:20][CH:21]=[C:22]([O:23][CH2:24][C:25]3[CH:26]=[CH:27][CH:28]=[CH:29][CH:30]=3)[C:17](=[O:16])[CH:18]=2)=[O:33])=[O:37])=[CH:45][CH:44]=1 |f:3.4|. Procedure details: A solution of 4.54 g (0.022 moles) dicyclohexylcarbodiimide in 25 ml dry of dimethylformamide was added to a stirred suspension of 4.90 g (0.020 moles) of 1,4-dihydro-4-oxo-5-(phenylmethoxy)-2-pyridinecarboxylic acid, 4.50 g (0.022 moles) of 4-methoxybenzyl carbazate, 0.12 g (1.0 mmol) of 4-dimethylamino-pyridine and 0.155 g (1.0 mmol) of 1-hydroxybenzotriazole hydrate in 25 ml of dry dimethylformamide at room temperature and stirring was continued overnight. The precipitate was filtered off and... The reactants are CC#N, CO, CCN(C(C)C)C(C)C, CC(C)(CN)C(C)(C)c1ccc2c(cnn2-c2ccc(F)cc2)c1, O=C(O)C(F)(F)F, O=C(Nc1nccs1)Oc1ccccc1. Yields the product CC(C)(CNC(=O)Nc1nccs1)C(C)(C)c1ccc2c(cnn2-c2ccc(F)cc2)c1. As a reaction SMILES: [CH3:49][C:50]#[N:51].[CH3:52][OH:53].[CH:40]([N:41]([CH:42]([CH3:43])[CH3:44])[CH2:45][CH3:46])([CH3:47])[CH3:48].[F:1][c:2]1[cH:3][cH:4][c:5](-[n:8]2[n:9][cH:10][c:11]3[cH:12][c:13]([C:17]([C:18]([CH2:19][NH2:20])([CH3:21])[CH3:22])([CH3:23])[CH3:24])[cH:14][cH:15][c:16]23)[cH:6][cH:7]1.[F:54][C:55]([F:56])([F:57])[C:58]([OH:59])=[O:60].[s:25]1[c:26]([NH:30][C:31]([O:32][c:34]2[cH:35][cH:36][cH:37][cH:38][cH:39]2)=[O:33])[n:27][cH:28][cH:29]1>>[F:1][c:2]1[cH:3][cH:4][c:5](-[n:8]2[n:9][cH:10][c:11]3[cH:12][c:13]([C:17]([C:18]([CH2:19][NH:20][C:31]([NH:30][c:26]4[s:25][cH:29][cH:28][n:27]4)=[O:32])([CH3:21])[CH3:22])([CH3:23])[CH3:24])[cH:14][cH:15][c:16]23)[cH:6][cH:7]1. Reactants: ClCCCCBr, Cc1nc(C)c(-c2cc[nH]c(=O)n2)s1, [H-], [Na+], CN(C)C=O, O. Yields the product Cc1nc(C)c(-c2ccn(CCCCCl)c(=O)n2)s1. Reaction SMILES: [Br:17][CH2:18][CH2:19][CH2:20][CH2:21][Cl:22].[CH3:1][c:2]1[s:3][c:4](-[c:8]2[n:9][c:10](=[O:14])[nH:11][cH:12][cH:13]2)[c:5]([CH3:7])[n:6]1.[H-:16].[Na+:15].[O:24]=[CH:25][N:26]([CH3:27])[CH3:28].[OH2:23]>>[CH3:1][c:2]1[s:3][c:4](-[c:8]2[n:9][c:10](=[O:14])[n:11]([CH2:18][CH2:19][CH2:20][CH2:21][Cl:22])[cH:12][cH:13]2)[c:5]([CH3:7])[n:6]1. The reactants are CC(C)(C)NS(=O)(=O)CCl, O=Cc1cc(Cl)ccc1O, Cl, [K+], [K+], O=C([O-])[O-], CN(C)C=O. Product: CC(C)(C)NS(=O)(=O)COc1ccc(Cl)cc1C=O. RXN SMILES: [C:17]([CH3:18])([CH3:19])([CH3:20])[NH:21][S:22](=[O:23])(=[O:24])[CH2:25][Cl:26].[Cl:1][c:2]1[cH:3][cH:4][c:5]([OH:10])[c:6]([CH:7]=[O:8])[cH:9]1.[ClH:27].[K+:11].[K+:12].[O-:13][C:14]([O-:15])=[O:16].[O:28]=[CH:29][N:30]([CH3:31])[CH3:32]>>[Cl:1][c:2]1[cH:3][cH:4][c:5]([O:10][CH2:25][S:22]([NH:21][C:17]([CH3:18])([CH3:19])[CH3:20])(=[O:23])=[O:24])[c:6]([CH:7]=[O:8])[cH:9]1. Reactants: CCOC(=O)CBr, O=C([O-])[O-], C=CCc1ccccc1O, [Cs+], [Cs+], CN(C)C=O. The product is C=CCc1ccccc1OCC(=O)OCC. As a reaction SMILES: [Br:11][CH2:12][C:13](=[O:14])[O:15][CH2:16][CH3:17].[C:18](=[O:19])([O-:20])[O-:21].[CH2:1]([CH:2]=[CH2:3])[c:4]1[c:5]([OH:10])[cH:6][cH:7][cH:8][cH:9]1.[Cs+:22].[Cs+:23].[O:24]=[CH:25][N:26]([CH3:27])[CH3:28]>>[CH2:1]([CH:2]=[CH2:3])[c:4]1[c:5]([O:10][CH2:12][C:13](=[O:14])[O:15][CH2:16][CH3:17])[cH:6][cH:7][cH:8][cH:9]1. Reactants: C([C@@H](O)[C@H](O)[C@H](O)CO)=NN (D-arabinose hydrazone), [H][H] (hydrogen). The reagents and catalysts are [Pt]=O (platinum oxide). Solvent: C(C)O (ethanol), O (water). Yields the product N(N)C[C@@H](O)[C@H](O)[C@H](O)CO (1-deoxy-1-hydrazino-D-arabinitol). RXN SMILES: [CH:1](=[N:10][NH2:11])[C@H:2]([C@@H:4]([C@@H:6]([CH2:8][OH:9])[OH:7])[OH:5])[OH:3].[H][H]>C(O)C.O.[Pt]=O>[NH:10]([CH2:1][C@H:2]([C@@H:4]([C@@H:6]([CH2:8][OH:9])[OH:7])[OH:5])[OH:3])[NH2:11]. Procedure: A 1.5 portion of D-arabinose hydrazone in 40 ml of ethanol and 20 ml of water was reduced with 200 mg of platinum oxide and hydrogen for 4 hours. The mixture was then filtered and the filtrate evaporated to dryness. The residue was dissolved in 40 ml of methanol and then evaporated to dryness, giving 1.24 g of 1-deoxy-1-hydrazino-D-arabinitol.